From a dataset of the Open Reaction Database (ORD), a public repository of structured organic reaction records. describe an organic reaction: reactants, conditions, products, and yield The reactants are CO, [K+], CC(=O)Nc1ccc(C2=CCCn3ccnc32)cc1, [OH-], O. Yields the product Nc1ccc(C2=CCCn3ccnc32)cc1. As a reaction SMILES: [CH3:22][OH:23].[K+:21].[NH:1]([C:2]([CH3:3])=[O:4])[c:5]1[cH:6][cH:7][c:8]([C:11]2=[CH:16][CH2:15][CH2:14][n:13]3[c:12]2[n:19][cH:18][cH:17]3)[cH:9][cH:10]1.[OH-:20].[OH2:24]>>[NH2:1][c:5]1[cH:6][cH:7][c:8]([C:11]2=[CH:16][CH2:15][CH2:14][n:13]3[c:12]2[n:19][cH:18][cH:17]3)[cH:9][cH:10]1. Reactants: Cl (hydrochloride), C(C1=CC=CC=C1)N1C[C@H]([C@@H](CC1)[C@H](C)OC1=NC=C(C=C1)Cl)C1=CC=C(C=C1)Cl (2-{(S)-1-[(3R,4R)-1-Benzyl-3-(4-chloro-phenyl)-piperidin-4-yl]-ethoxy}-5-chloro-pyridine), ClC=1C=CC(=NC1)OCC1C(CNCC1)C1=CC=C(C=C1)Cl (5-chloro-2-[(3RS, 4RS)-3-(4-chloro-phenyl)-piperidin-4-ylmethoxy]-pyridine). Yields the product ClC=1C=CC(=NC1)O[C@@H](C)[C@H]1[C@@H](CNCC1)C1=CC=C(C=C1)Cl (5-Chloro-2-{(S)-1-[(3R,4R)-3-(4-chloro-phenyl)-piperidin-4-yl]-ethoxy}-pyridine). RXN SMILES: ClC1C=CC(OCC2CCNCC2C2C=CC(Cl)=CC=2)=NC=1.Cl.C([N:31]1[CH2:36][CH2:35][C@@H:34]([C@@H:37]([O:39][C:40]2[CH:45]=[CH:44][C:43]([Cl:46])=[CH:42][N:41]=2)[CH3:38])[C@H:33]([C:47]2[CH:52]=[CH:51][C:50]([Cl:53])=[CH:49][CH:48]=2)[CH2:32]1)C1C=CC=CC=1>>[Cl:46][C:43]1[CH:44]=[CH:45][C:40]([O:39][C@H:37]([C@@H:34]2[CH2:35][CH2:36][NH:31][CH2:32][C@H:33]2[C:47]2[CH:48]=[CH:49][C:50]([Cl:53])=[CH:51][CH:52]=2)[CH3:38])=[N:41][CH:42]=1. Procedure: In analogy to the procedure described for the synthesis of 5-chloro-2-[(3RS, 4RS)-3-(4-chloro-phenyl)-piperidin-4-ylmethoxy]-pyridine; hydrochloride (example 1, step h) the title compound was prepared from 2-{(S)-1-[(3R,4R)-1-Benzyl-3-(4-chloro-phenyl)-piperidin-4-yl]-ethoxy}-5-chloro-pyridine as light yellow viscous oil. MS (m/e): 351.2 [(M+H)+]. The product is C(C1=CC=CC=C1)(C1=CC=CC=C1)NCCCC(=O)OCC (Ethyl 4-benzhydrylaminobutyrate). Run in C(C)OCC (diethyl ether). Reported procedure: 19.5 g of ethyl 4-bromobutyrate, 55 g of benzhydrylamine and 30 ml of cyclohexane are stirred at room temperature for 12 days. The resultant crystal paste is diluted with diethyl ether, filtered at the pump and the filtrate concentrated by evaporation. The residue (after evaporation) is distilled in vacuo. The first run which distils over at 100° to 110° (0.02 mm Hg) is excess benzhydrylamine. The main distillate obtained is 21.1 g (71% of theory) of ethyl 4-benzylhydrylaminobutyrate [B.P. 150° ... RXN SMILES: Br[CH2:2][CH2:3][CH2:4][C:5]([O:7][CH2:8][CH3:9])=[O:6].[CH:10]([NH2:23])([C:17]1[CH:22]=[CH:21][CH:20]=[CH:19][CH:18]=1)[C:11]1[CH:16]=[CH:15][CH:14]=[CH:13][CH:12]=1.C1CCCCC1>C(OCC)C>[CH:10]([NH:23][CH2:2][CH2:3][CH2:4][C:5]([O:7][CH2:8][CH3:9])=[O:6])([C:17]1[CH:18]=[CH:19][CH:20]=[CH:21][CH:22]=1)[C:11]1[CH:16]=[CH:15][CH:14]=[CH:13][CH:12]=1. The reactants are BrCCCC(=O)OCC (ethyl 4-bromobutyrate), C(C1=CC=CC=C1)(C1=CC=CC=C1)N (benzhydrylamine), C1CCCCC1 (cyclohexane). The reactants are CN(C(=O)C1C(NC2=CC(=CC=C2C1)NC(=O)OCC1=CC=CC=C1)=O)C (N,N-dimethyl-7-benzyloxycarbonylamino-2-oxo-1,2,3,4-tetrahydro-3-quinolinecarboxamide), [H][H] (hydrogen). Reagents/catalysts: [C].[Pd] (palladium-carbon). Solvent: CO (methanol), C1CCOC1 (THF). The product is CN(C(=O)C1C(NC2=CC(=CC=C2C1)N)=O)C (N,N-Dimethyl-7-amino-2-oxo-1,2,3,4-tetrahydro-3-quinolinecarboxamide). Yield: 92.2%. As a reaction SMILES: [CH3:1][N:2]([CH3:27])[C:3]([CH:5]1[CH2:14][C:13]2[C:8](=[CH:9][C:10]([NH:15]C(OCC3C=CC=CC=3)=O)=[CH:11][CH:12]=2)[NH:7][C:6]1=[O:26])=[O:4].[H][H]>CO.C1COCC1.[C].[Pd]>[CH3:1][N:2]([CH3:27])[C:3]([CH:5]1[CH2:14][C:13]2[C:8](=[CH:9][C:10]([NH2:15])=[CH:11][CH:12]=2)[NH:7][C:6]1=[O:26])=[O:4] |f:4.5|. Reported procedure: To a suspension of N,N-dimethyl-7-benzyloxycarbonylamino-2-oxo-1,2,3,4-tetrahydro-3-quinolinecarboxamide (820 mg) in methanol (8 ml) and THF (8 ml) was added 10% palladium-carbon (100 mg). The reaction mixture was stirred under one atmospheric pressure of hydrogen at room temperature for 4 hours. The catalyst was removed by filtration and the filtrate was concentrated. The precipitated crystals were washed with combined solution of IPE and THF to obtain the entitled compound (480 mg). Reactants: CC1(CC(NC2=CC=C(C=C12)C(F)(F)F)C1=CC(=CC=C1)[N+](=O)[O-])C (4,4-dimethyl-2-(3-nitro-phenyl)-6-trifluoromethyl-1,2,3,4-tetrahydro-quinoline). Reagents/catalysts: [Fe] (iron). Solvent: C(C)O.O (ethanol water). Product: CC1(CC(NC2=CC=C(C=C12)C(F)(F)F)C=1C=C(C=CC1)N)C (3-(4,4-dimethyl-6-trifluoromethyl-1,2,3,4-tetrahydro-quinolin-2-yl)-phenylamine). Isolated yield 95.1%. Reaction SMILES: [CH3:1][C:2]1([CH3:25])[C:11]2[C:6](=[CH:7][CH:8]=[C:9]([C:12]([F:15])([F:14])[F:13])[CH:10]=2)[NH:5][CH:4]([C:16]2[CH:21]=[CH:20][CH:19]=[C:18]([N+:22]([O-])=O)[CH:17]=2)[CH2:3]1>C(O)C.O.[Fe]>[CH3:1][C:2]1([CH3:25])[C:11]2[C:6](=[CH:7][CH:8]=[C:9]([C:12]([F:15])([F:13])[F:14])[CH:10]=2)[NH:5][CH:4]([C:16]2[CH:17]=[C:18]([NH2:22])[CH:19]=[CH:20][CH:21]=2)[CH2:3]1 |f:1.2|. Procedure: A mixture of 4,4-dimethyl-2-(3-nitro-phenyl)-6-trifluoromethyl-1,2,3,4-tetrahydro-quinoline (2.99 g, 8.53 mmol) and iron powder (11.95 g, 0.21 mol) in ethanol/water/concentrated hydrogen chloride (24 mL/6 mL/0.08 mL) was kept at reflux for 2 h. The mixture was filtered and the mother liquor was concentrated in vacuo to give 2.6 g of 3-(4,4-dimethyl-6-trifluoromethyl-1,2,3,4-tetrahydro-quinolin-2-yl)-phenylamine as off-yellow solid (2.6 g, yield: 95.6%). Reactants: CC1=NC(=CC=C1CO)C1=CC=C(C=C1)C(F)(F)F ([2-methyl-6-(4-trifluoromethyl-phenyl)-pyridin-3-yl]-methanol), C(CCC)P(CCCC)CCCC (tributylphosphine), CN(C(=O)N=NC(=O)N(C)C)C (N,N,N′,N′-tetramethyl azodicarboxamide), C(C)OC(CN1C=CC2=CC=C(C=C12)O)=O ((6-hydroxy-indol-1-yl)-acetic acid ethyl ester). Yields the product C(C)OC(CN1C=CC2=CC=C(C=C12)OCC=1C(=NC(=CC1)C1=CC=C(C=C1)C(F)(F)F)C)=O ({6-[2-methyl-6-(4-trifluoromethyl-phenyl)-pyridin-3-ylmethoxy]-indol-1-yl}-acetic acid ethyl ester). RXN SMILES: [CH2:1]([O:3][C:4](=[O:16])[CH2:5][N:6]1[C:14]2[C:9](=[CH:10][CH:11]=[C:12]([OH:15])[CH:13]=2)[CH:8]=[CH:7]1)[CH3:2].[CH3:17][C:18]1[C:23]([CH2:24]O)=[CH:22][CH:21]=[C:20]([C:26]2[CH:31]=[CH:30][C:29]([C:32]([F:35])([F:34])[F:33])=[CH:28][CH:27]=2)[N:19]=1.C(P(CCCC)CCCC)CCC.CN(C)C(N=NC(N(C)C)=O)=O>>[CH2:1]([O:3][C:4](=[O:16])[CH2:5][N:6]1[C:14]2[C:9](=[CH:10][CH:11]=[C:12]([O:15][CH2:24][C:23]3[C:18]([CH3:17])=[N:19][C:20]([C:26]4[CH:27]=[CH:28][C:29]([C:32]([F:35])([F:33])[F:34])=[CH:30][CH:31]=4)=[CH:21][CH:22]=3)[CH:13]=2)[CH:8]=[CH:7]1)[CH3:2]. Procedure: In analogy to the procedure described in example 5 f], (6-hydroxy-indol-1-yl)-acetic acid ethyl ester was reacted with [2-methyl-6-(4-trifluoromethyl-phenyl)-pyridin-3-yl]-methanol (example 5 e]) in the presence of tributylphosphine and N,N,N′,N′-tetramethyl azodicarboxamide to yield {6-[2-methyl-6-(4-trifluoromethyl-phenyl)-pyridin-3-ylmethoxy]-indol-1-yl}-acetic acid ethyl ester as colorless crystals.